This data is from the Open Reaction Database (ORD), a public repository of structured organic reaction records. The task is: describe an organic reaction: reactants, conditions, products, and yield The reactants are CC=1N=C(SC1C=O)C1=CC=C(C=C1)C(F)(F)F (4-Methyl-2-(4-trifluoromethyl-phenyl)-thiazole-5-carbaldehyde), BrC(C=C)(F)F (3-bromo-3,3-difluorpropene), Cl (hydrochloric acid). The solvent is CN(C=O)C (dimethylformamide). Conditions: time 2 hour. Yields the product FC(C(O)C1=C(N=C(S1)C1=CC=C(C=C1)C(F)(F)F)C)(C=C)F (2,2-Difluoro-1-[4-methyl-2-(4-trifluoromethyl-phenyl)-thiazol-5-yl]-but-3-en-1-ol). Isolated yield 57.5%. As a reaction SMILES: [CH3:1][C:2]1[N:3]=[C:4]([C:9]2[CH:14]=[CH:13][C:12]([C:15]([F:18])([F:17])[F:16])=[CH:11][CH:10]=2)[S:5][C:6]=1[CH:7]=[O:8].Br[C:20]([F:24])([F:23])[CH:21]=[CH2:22].Cl>CN(C)C=O>[F:23][C:20]([F:24])([CH:21]=[CH2:22])[CH:7]([C:6]1[S:5][C:4]([C:9]2[CH:10]=[CH:11][C:12]([C:15]([F:18])([F:16])[F:17])=[CH:13][CH:14]=2)=[N:3][C:2]=1[CH3:1])[OH:8]. Procedure details: To a solution of 1.0 g 4-Methyl-2-(4-trifluoromethyl-phenyl)-thiazole-5-carbaldehyde and 868 mg 3-bromo-3,3-difluorpropene in 10 ml dimethylformamide 425 mg Indium were added and the resulting suspension was stirred in an ultrasonic bath for two hours. Then 20 ml 1 N hydrochloric acid were added and the mixture stirred at room temperature for thirty minutes. The mixture was extracted three times with portions of 50 ml ethyl acetate. The combined organic layers were dried over MgSO4. The solvent ... The reactants are [N-]=[N+]=[N-].[Na+] (sodium azide), [NH4+].[Cl-] (NH4Cl), N1=CNC2=C1C=CC(=C2)C(=O)N2[C@@H]1CC3=C([C@](CC2)([C@@H]1C)C)C=C(C=C3)C#N ((2R,6R,11S)-3-(3H-benzoimidazole-5-carbonyl)-6,11-dimethyl-1,2,3,4,5,6-hexahydro-2,6-methano-benzo[d]azocine-8-carbonitrile), [N-]=[N+]=[N-].[Na+] (NaN3), [NH4+].[Cl-] (NH4Cl). The solvent is O (water), CC#N (MeCN), CN(C=O)C (dimethylformamide). Conditions: temperature 100 celsius, time 8 hour. Yields the product N1=CNC2=C1C=CC(=C2)C(=O)N2[C@@H]1CC3=C([C@](CC2)([C@@H]1C)C)C=C(C=C3)C3=NN=NN3 ((3H-Benzoimidazol-5-yl)-[(2R,6R,11S)-6,11-dimethyl-8-(1H-tetrazol-5-yl)-1,2,5,6-tetrahydro-4H-2,6-methano-benzo[d]azocin-3-yl]-methanone). Reaction SMILES: [N-:1]=[N+:2]=[N-:3].[Na+].[NH4+].[Cl-].[N:7]1[C:11]2[CH:12]=[CH:13][C:14]([C:16]([N:18]3[CH2:25][CH2:24][C@:23]4([CH3:28])[C@H:26]([CH3:27])[C@H:19]3[CH2:20][C:21]3[CH:32]=[CH:31][C:30]([C:33]#[N:34])=[CH:29][C:22]=34)=[O:17])=[CH:15][C:10]=2[NH:9][CH:8]=1>CN(C)C=O.O.CC#N>[N:7]1[C:11]2[CH:12]=[CH:13][C:14]([C:16]([N:18]3[CH2:25][CH2:24][C@:23]4([CH3:28])[C@H:26]([CH3:27])[C@H:19]3[CH2:20][C:21]3[CH:32]=[CH:31][C:30]([C:33]5[NH:34][N:3]=[N:2][N:1]=5)=[CH:29][C:22]=34)=[O:17])=[CH:15][C:10]=2[NH:9][CH:8]=1 |f:0.1,2.3|. Procedure details: A mixture of sodium azide (105 mg), NH4Cl (87 mg), and (2R,6R,11S)-3-(3H-benzoimidazole-5-carbonyl)-6,11-dimethyl-1,2,3,4,5,6-hexahydro-2,6-methano-benzo[d]azocine-8-carbonitrile (0.30 g) in dimethylformamide (3 mL) is stirred at 100° C. overnight. Then, another portion of NaN3 (50 mg) and NH4Cl (40 mg) is added and the mixture is stirred at 110° C. for additional 14 h. After cooling to ambient temperature, the mixture is diluted with water and MeCN and purified by HPLC on reversed phase (MeCN/H... Reactants: [BH4-], C1CCOC1, CCOC(=O)CCCCc1ccc(Oc2ccc(NC(=O)c3ccc(Cl)c(Cl)c3)cn2)cc1, Cl, [Na+]. Product: O=C(Nc1ccc(Oc2ccc(CCCCCO)cc2)nc1)c1ccc(Cl)c(Cl)c1. Reaction SMILES: [BH4-:34].[CH2:37]1[O:38][CH2:39][CH2:40][CH2:41]1.[Cl:1][c:2]1[cH:3][c:4]([C:5](=[O:6])[NH:7][c:8]2[cH:9][cH:10][c:11]([O:14][c:15]3[cH:16][cH:17][c:18]([CH2:21][CH2:22][CH2:23][CH2:24][C:25](=[O:26])[O:27][CH2:28][CH3:29])[cH:19][cH:20]3)[n:12][cH:13]2)[cH:30][cH:31][c:32]1[Cl:33].[ClH:36].[Na+:35]>>[Cl:1][c:2]1[cH:3][c:4]([C:5](=[O:6])[NH:7][c:8]2[cH:9][cH:10][c:11]([O:14][c:15]3[cH:16][cH:17][c:18]([CH2:21][CH2:22][CH2:23][CH2:24][CH2:25][OH:26])[cH:19][cH:20]3)[n:12][cH:13]2)[cH:30][cH:31][c:32]1[Cl:33]. The reactants are N, CCOC(=O)N1CCC2(CC1)CO2. Product: CCOC(=O)N1CCC(O)(CN)CC1. RXN SMILES: [NH3:14].[O:1]1[CH2:2][C:3]12[CH2:4][CH2:5][N:6]([C:9](=[O:10])[O:11][CH2:12][CH3:13])[CH2:7][CH2:8]2>>[OH:1][C:3]1([CH2:2][NH2:14])[CH2:4][CH2:5][N:6]([C:9](=[O:10])[O:11][CH2:12][CH3:13])[CH2:7][CH2:8]1. Reactants: BrC1=CC(=C(C(=C1)C)SC=1C2=C(N=C(N1)N(C(OC(C)(C)C)=O)C1=CC=C(C=C1)C#N)C=CN2C)C (tert-Butyl 4-(4-bromo-2,6-dimethylphenylthio)-5-methyl-5H-pyrrolo[3,2-d]pyrimidin-2-yl(4-cyanophenyl)carbamate), C(=O)([O-])[O-].[Na+].[Na+] (Na2CO3), N1=CC=C(C=C1)B(O)O (pyridine-4-boronic acid), C1CCOC1 (THF). Reagents/catalysts: C=1C=CC(=CC1)[P](C=2C=CC=CC2)(C=3C=CC=CC3)[Pd]([P](C=4C=CC=CC4)(C=5C=CC=CC5)C=6C=CC=CC6)([P](C=7C=CC=CC7)(C=8C=CC=CC8)C=9C=CC=CC9)[P](C=1C=CC=CC1)(C=1C=CC=CC1)C=1C=CC=CC1 (tetrakis(triphenylphosphine)palladium(0)). The solvent is C(C)(=O)OCC (ethyl acetate). Conditions: temperature 80 celsius, time 10 hour. The product is CC1=C(C(=CC(=C1)C1=CC=NC=C1)C)SC=1C2=C(N=C(N1)N(C(OC(C)(C)C)=O)C1=CC=C(C=C1)C#N)C=CN2C (tert-butyl 4-(2,6-dimethyl-4-(pyridin-4-yl)phenylthio)-5-methyl-5H-pyrrolo[3,2-d]pyrimidin-2-yl-4-cyanophenylcarbamate). Reaction SMILES: Br[C:2]1[CH:7]=[C:6]([CH3:8])[C:5]([S:9][C:10]2[C:11]3[N:34]([CH3:35])[CH:33]=[CH:32][C:12]=3[N:13]=[C:14]([N:16]([C:24]3[CH:29]=[CH:28][C:27]([C:30]#[N:31])=[CH:26][CH:25]=3)[C:17](=[O:23])[O:18][C:19]([CH3:22])([CH3:21])[CH3:20])[N:15]=2)=[C:4]([CH3:36])[CH:3]=1.[N:37]1[CH:42]=[CH:41][C:40](B(O)O)=[CH:39][CH:38]=1.C1COCC1.C([O-])([O-])=O.[Na+].[Na+]>C(OCC)(=O)C.C1C=CC([P]([Pd]([P](C2C=CC=CC=2)(C2C=CC=CC=2)C2C=CC=CC=2)([P](C2C=CC=CC=2)(C2C=CC=CC=2)C2C=CC=CC=2)[P](C2C=CC=CC=2)(C2C=CC=CC=2)C2C=CC=CC=2)(C2C=CC=CC=2)C2C=CC=CC=2)=CC=1>[CH3:36][C:4]1[CH:3]=[C:2]([C:40]2[CH:41]=[CH:42][N:37]=[CH:38][CH:39]=2)[CH:7]=[C:6]([CH3:8])[C:5]=1[S:9][C:10]1[C:11]2[N:34]([CH3:35])[CH:33]=[CH:32][C:12]=2[N:13]=[C:14]([N:16]([C:24]2[CH:25]=[CH:26][C:27]([C:30]#[N:31])=[CH:28][CH:29]=2)[C:17](=[O:23])[O:18][C:19]([CH3:20])([CH3:22])[CH3:21])[N:15]=1 |f:3.4.5,^1:66,68,87,106|. Reported procedure: tert-Butyl 4-(4-bromo-2,6-dimethylphenylthio)-5-methyl-5H-pyrrolo[3,2-d]pyrimidin-2-yl(4-cyanophenyl)carbamate (0.729 mmol) is combined with pyridine-4-boronic acid (1.46 mmol) and tetrakis(triphenylphosphine)palladium(0) (0.0729 mmol) in a two dram vial. The vial is sealed and flushed with argon. Degassed THF (5.0 mL) and aqueous Na2CO3 (2 M, 1.5 mL, 3.0 mmol) are injected, and the mixture agitated on a shaker at 80° C. for 10 h. The mixture is diluted with ethyl acetate and extracted with aque... Reactants: BrCCC1=C(C(=C(C=C1)Br)Br)Br (β-bromoethyl tribromobenzene), [OH-].[Na+] (NaOH), BrC(=C(Br)Br)C1=CC=CC=C1 (tribromostyrene). Reagents/catalysts: [Br-].C(C)[N+](CCCC)(CC)CC (triethylbutyl ammonium bromide), N(=O)[O-].[Na+] (sodium nitrite). Run in C(C)(C)O (isopropyl alcohol). Run at temperature 35 celsius. Product: BrC1=C(C=C)C=C(C(=C1)Br)Br (2,4,5-tribromostyrene). Reaction SMILES: Br[CH2:2][CH2:3][C:4]1[CH:9]=[CH:8][C:7]([Br:10])=[C:6]([Br:11])[C:5]=1Br.[OH-].[Na+].[Br:15]C(C1C=CC=CC=1)=C(Br)Br>[Br-].C([N+](CC)(CC)CCCC)C.N([O-])=O.[Na+].C(O)(C)C>[Br:15][C:9]1[CH:8]=[C:7]([Br:10])[C:6]([Br:11])=[CH:5][C:4]=1[CH:3]=[CH2:2] |f:1.2,4.5,6.7|. Procedure details: 105.5 g β-bromoethyl tribromobenzene (as above) (0.25 mol), 1 g triethylbutyl ammonium bromide (as 50% aq.solution) 50 g isopropyl alcohol and 1 g sodium nitrite were stirred at about 500 rpm. in a 1 liter three-necked flask at room temperature. 55.6 g 45% NaOH solution (0.625 mol) were added slowly such that the reaction exotherm gradually raised the temperature to 35° C. When necessary an ice-water bath was raised under the flask to control the temperature. After about 5 minutes of reaction, t...